From a dataset of the Open Reaction Database (ORD), a public repository of structured organic reaction records. describe an organic reaction: reactants, conditions, products, and yield Solvent: CO (methanol). The reactants are [OH-].[Na+] (NaOH), COC(\C=C\C=C(/C=1SC=CC1)\C1=CC=C(C=C1)OC)=O ((2E,4Z)-5-(4-methoxyphenyl)-5-(2-thienyl)-2,4-pentadienoic acid methyl ester). Isolated yield 75.9%. Product: COC1=CC=C(C=C1)/C(=C/C=C/C(=O)O)/C=1SC=CC1 ((2E,4Z)-5-(4-methoxyphenyl) -5-(2-thienyl)-2,4-pentadienoic acid). Procedure: In the manner described in Example 99, (2E,4Z)-5-(4-methoxyphenyl)-5-(2-thienyl)-2,4-pentadienoic acid methyl ester (4.7 g) was saponified in a refluxing mixture of methanol (20 mL) and 2N NaOH (20 mL). After the cooled reaction was worked up in the usual manner, the crude acid was crystallized from 2-propanol to provide 3.4 g of (2E,4Z)-5-(4-methoxyphenyl) -5-(2-thienyl)-2,4-pentadienoic acid, mp 214°-216° C. As a reaction SMILES: C[O:2][C:3](=[O:21])/[CH:4]=[CH:5]/[CH:6]=[C:7](/[C:13]1[CH:18]=[CH:17][C:16]([O:19][CH3:20])=[CH:15][CH:14]=1)\[C:8]1[S:9][CH:10]=[CH:11][CH:12]=1.[OH-].[Na+]>CO>[CH3:20][O:19][C:16]1[CH:15]=[CH:14][C:13](/[C:7](/[C:8]2[S:9][CH:10]=[CH:11][CH:12]=2)=[CH:6]/[CH:5]=[CH:4]/[C:3]([OH:21])=[O:2])=[CH:18][CH:17]=1 |f:1.2|. The reactants are CC(=O)Cl, C=CC(N)(CCC(=O)O)C(=O)O, Cl, [Na+], C1COCCO1, [OH-]. Yields the product C=CC(CCC(=O)O)(NC(C)=O)C(=O)O. RXN SMILES: [CH3:13][C:14]([Cl:15])=[O:16].[CH:1](=[CH2:2])[C:3]([NH2:4])([CH2:5][CH2:6][C:7](=[O:8])[OH:9])[C:10](=[O:11])[OH:12].[ClH:17].[Na+:19].[O:20]1[CH2:21][CH2:22][O:23][CH2:24][CH2:25]1.[OH-:18]>>[CH:1](=[CH2:2])[C:3]([NH:4][C:14]([CH3:13])=[O:16])([CH2:5][CH2:6][C:7](=[O:8])[OH:9])[C:10](=[O:11])[OH:12]. Starting materials: CCOC(=O)c1cnn(-c2ccc(OCC(CC)CC)c(C#N)c2)c1, CC(=O)O, CCO, [Na+], [OH-], O. The product is CCC(CC)COc1ccc(-n2cc(C(=O)O)cn2)cc1C#N. RXN SMILES: [C:1](#[N:2])[c:3]1[cH:4][c:5](-[n:16]2[n:17][cH:18][c:19]([C:21](=[O:22])[O:23][CH2:24][CH3:25])[cH:20]2)[cH:6][cH:7][c:8]1[O:9][CH2:10][CH:11]([CH2:12][CH3:13])[CH2:14][CH3:15].[CH3:29][C:30](=[O:31])[OH:32].[CH3:33][CH2:34][OH:35].[Na+:27].[OH-:26].[OH2:28]>>[C:1](#[N:2])[c:3]1[cH:4][c:5](-[n:16]2[n:17][cH:18][c:19]([C:21](=[O:22])[OH:23])[cH:20]2)[cH:6][cH:7][c:8]1[O:9][CH2:10][CH:11]([CH2:12][CH3:13])[CH2:14][CH3:15]. The reactants are C(C(=O)O)(=O)O (oxalic acid), BrCCCCC (1-Bromopentane), CNCC#C (N-methylpropargylamine). The solvent is CCOCC (ether), C(C)O (ethanol). Product: C(C(=O)O)(=O)O.C(CCCC)N(C)CC#C (N-(1-Pentyl)-N-methylpropargylamine oxalate). Yield: 60.0%. RXN SMILES: Br[CH2:2][CH2:3][CH2:4][CH2:5][CH3:6].[CH3:7][NH:8][CH2:9][C:10]#[CH:11].[C:12]([OH:17])(=[O:16])[C:13]([OH:15])=[O:14]>C(O)C.CCOCC>[C:12]([OH:17])(=[O:16])[C:13]([OH:15])=[O:14].[CH2:2]([N:8]([CH2:9][C:10]#[CH:11])[CH3:7])[CH2:3][CH2:4][CH2:5][CH3:6] |f:5.6|. Reported procedure: 1-Bromopentane (12.1 g, 80 mmoles) and N-methylpropargylamine (11.1 g, 160 mmoles) were refluxed in absolute ethanol (75 mL) for 72 h. to give (after addition to 80 mmoles of oxalic acid in ether) the title compound in 60% yield after recrystallization from methanol-ether, m.p.=101°-103° C. Reaction SMILES: Cl.C(OC([NH:12][C@@H:13]1[CH2:17][CH2:16][C@@:15]([CH2:19][NH:20][C:21]([O:23][C:24]([CH3:27])([CH3:26])[CH3:25])=[O:22])([CH3:18])[C:14]1([CH3:29])[CH3:28])=O)C1C=CC=CC=1>CO>[NH2:12][C@@H:13]1[CH2:17][CH2:16][C@@:15]([CH2:19][NH:20][C:21](=[O:22])[O:23][C:24]([CH3:27])([CH3:26])[CH3:25])([CH3:18])[C:14]1([CH3:29])[CH3:28]. Product: N[C@H]1C([C@@](CC1)(C)CNC(OC(C)(C)C)=O)(C)C (tert-butyl (((1S,3R)-3-amino-1,2,2-trimethylcyclopentyl)methyl)-carbamate). Isolated yield 67.6%. The solvent is CO (methanol). Procedure details: A pressure bottle was flushed with nitrogen. The bottle was charged with 10% palladium on carbon-Degussa Type (51.2 mg, 0.481 mmol). The catalyst was wet with methanol (1 ml) while under a gentle stream of nitrogen. A premixed methanol (14.6 ml) and 1.0 N hydrochloric acid (1.459 ml) solution of the title compound of Step 7 of Example 345 (940 mg, 2.407 mmol) was added. The suspension was flushed with nitrogen. The reaction evacuated and pressurized to 50 psi with hydrogen at room temperature, a... Reaction conditions: time 14 hour. Reactants: Cl (hydrochloric acid), C(C1=CC=CC=C1)OC(=O)N[C@H]1C([C@@](CC1)(C)CNC(=O)OC(C)(C)C)(C)C ((1R,3S)-1-(benzyloxycarbonylamino)-3-(tert-butoxycarbonylaminomethyl)-2,2,3-trimethylcyclopentane). Starting materials: OC1=CC=C(C=2SC=CC21)C=O (4-hydroxy-benzo[b]thiophene-7-carbaldehyde), C(=O)([O-])[O-].[Cs+].[Cs+] (Cs2CO3), C(C)(C)(C)C=1OC(=C(N1)CCl)C (2-tert-butyl-4-chloromethyl-5-methyl-oxazole). The solvent is CC(=O)C (acetone). Product: C(C)(C)(C)C=1OC(=C(N1)COC1=CC=C(C=2SC=CC21)C=O)C (4-(2-tert-Butyl-5-methyl-oxazol-4-ylmethoxy)-benzo[b]thiophene-7-carbaldehyde). Yield: 85.6%. Reaction SMILES: [C:1]([C:5]1[O:6][C:7]([CH3:12])=[C:8]([CH2:10]Cl)[N:9]=1)([CH3:4])([CH3:3])[CH3:2].[OH:13][C:14]1[C:22]2[CH:21]=[CH:20][S:19][C:18]=2[C:17]([CH:23]=[O:24])=[CH:16][CH:15]=1.C([O-])([O-])=O.[Cs+].[Cs+]>CC(C)=O>[C:1]([C:5]1[O:6][C:7]([CH3:12])=[C:8]([CH2:10][O:13][C:14]2[C:22]3[CH:21]=[CH:20][S:19][C:18]=3[C:17]([CH:23]=[O:24])=[CH:16][CH:15]=2)[N:9]=1)([CH3:4])([CH3:3])[CH3:2] |f:2.3.4|. Reported procedure: 0.600 g of 2-tert-butyl-4-chloromethyl-5-methyl-oxazole (example 1, step b], 3.197 mmol) was dissolved in 12 ml of acetone and treated successively with 0.570 g of 4-hydroxy-benzo[b]thiophene-7-carbaldehyde (3.197 mmol), 1.146 g of Cs2CO3 (3.517 mmol), and 0.0265 g of KI (0.16 mmol). The mixture was then refluxed under an atmosphere of Ar. After cooling, the reaction mixture was poured onto crashed ice, extracted twice with AcOEt, the organic layer washed with water, dried over magnesium sulfate... Starting materials: NC=1C(=NC=C(C1)Cl)OC1(CC1)C(=O)OC(C)(C)C (tert-butyl 1-[(3-amino-5-chloropyridin-2-yl)oxy]cyclopropanecarboxylate), O=C1CCN(CC1)C(=O)OC(C)(C)C (tert-butyl 4-oxopiperidine-1-carboxylate), C(C)(=O)O[BH-](OC(C)=O)OC(C)=O.[Na+] (sodium triacetoxyborohydride), C(O)([O-])=O.[Na+] (sodium hydrogen carbonate). Solvent: ClCCCl (1,2-dichloroethane). Conditions: temperature 75 celsius, time 20 hour. Yields the product C(C)(C)(C)OC(=O)C1(CC1)OC1=NC=C(C=C1NC1CCN(CC1)C(=O)OC(C)(C)C)Cl (tert-butyl 4-[(2-{[1-(tert-butoxycarbonyl)cyclopropyl]oxy}-5-chloropyridin-3-yl)amino]piperidine-1-carboxylate). Isolated yield 54.7%. RXN SMILES: [NH2:1][C:2]1[C:3]([O:9][C:10]2([C:13]([O:15][C:16]([CH3:19])([CH3:18])[CH3:17])=[O:14])[CH2:12][CH2:11]2)=[N:4][CH:5]=[C:6]([Cl:8])[CH:7]=1.O=[C:21]1[CH2:26][CH2:25][N:24]([C:27]([O:29][C:30]([CH3:33])([CH3:32])[CH3:31])=[O:28])[CH2:23][CH2:22]1.C(O[BH-](OC(=O)C)OC(=O)C)(=O)C.[Na+].C(=O)([O-])O.[Na+]>ClCCCl>[C:16]([O:15][C:13]([C:10]1([O:9][C:3]2[C:2]([NH:1][CH:21]3[CH2:26][CH2:25][N:24]([C:27]([O:29][C:30]([CH3:33])([CH3:32])[CH3:31])=[O:28])[CH2:23][CH2:22]3)=[CH:7][C:6]([Cl:8])=[CH:5][N:4]=2)[CH2:12][CH2:11]1)=[O:14])([CH3:19])([CH3:18])[CH3:17] |f:2.3,4.5|. Reported procedure: At room temperature, to a 1,2-dichloroethane solution (280 ml) of tert-butyl 1-[(3-amino-5-chloropyridin-2-yl)oxy]cyclopropanecarboxylate (7.88 g) were added tert-butyl 4-oxopiperidine-1-carboxylate (22.1 g) and sodium triacetoxyborohydride (23.5 g), and then temperature was raised to 75° C., followed by stirring for 20 hours. After the temperature was brought back to room temperature, a saturated aqueous sodium hydrogen carbonate solution was added, and extracted with dichloromethane. The colle... Starting materials: CC(=O)CC(=S)Cl, COc1ccccc1SCC1NCCS1, O=S(=O)(O)O, c1ccncc1. Yields the product COc1ccccc1SCC1SCCN1C(=S)CC(C)=O. As a reaction SMILES: [C:16]([CH3:17])(=[O:18])[CH2:19][C:20](=[S:21])[Cl:22].[CH3:1][O:2][c:3]1[c:4]([S:9][CH2:10][CH:11]2[S:12][CH2:13][CH2:14][NH:15]2)[cH:5][cH:6][cH:7][cH:8]1.[S:29](=[O:30])(=[O:31])([OH:32])[OH:33].[cH:23]1[cH:24][cH:25][n:26][cH:27][cH:28]1>>[CH3:1][O:2][c:3]1[c:4]([S:9][CH2:10][CH:11]2[S:12][CH2:13][CH2:14][N:15]2[C:20]([CH2:19][C:16]([CH3:17])=[O:18])=[S:21])[cH:5][cH:6][cH:7][cH:8]1.